Dataset: the Open Reaction Database (ORD), a public repository of structured organic reaction records. Task: describe an organic reaction: reactants, conditions, products, and yield The reactants are CC(=O)C.OS(=O)(=O)O.O=[Cr](=O)=O (Jones' reagent), ClC1=CC(=C(C2=C1C=C(O2)C=O)N2C(N(C(=CC2=O)C(F)(F)F)C)=O)F (3-(4-chloro-6-fluoro-2-formylbenzofuran-7-yl)-1-methyl-6-trifluoromethyluracil), O (water). The solvent is CC(=O)C (acetone). Yields the product C(=O)(O)C=1OC2=C(C1)C(=CC(=C2N2C(N(C(=CC2=O)C(F)(F)F)C)=O)F)Cl (3-(2-carboxy-4-chloro-6-fluorobenzofuran-7-yl)-1-methyl-6-trifluoromethyluracil). Isolated yield 76.9%. As a reaction SMILES: [Cl:1][C:2]1[C:7]2[CH:8]=[C:9]([CH:11]=[O:12])[O:10][C:6]=2[C:5]([N:13]2[C:18](=[O:19])[CH:17]=[C:16]([C:20]([F:23])([F:22])[F:21])[N:15]([CH3:24])[C:14]2=[O:25])=[C:4]([F:26])[CH:3]=1.CC(C)=[O:29].OS(O)(=O)=O.O=[Cr](=O)=O.O>CC(C)=O>[C:11]([C:9]1[O:10][C:6]2[C:5]([N:13]3[C:18](=[O:19])[CH:17]=[C:16]([C:20]([F:23])([F:22])[F:21])[N:15]([CH3:24])[C:14]3=[O:25])=[C:4]([F:26])[CH:3]=[C:2]([Cl:1])[C:7]=2[CH:8]=1)([OH:29])=[O:12] |f:1.2.3|. Reported procedure: 1.5 g (3.84 mmol) of 3-(4-chloro-6-fluoro-2-formylbenzofuran-7-yl)-1-methyl-6-trifluoromethyluracil was dissolved in 20 ml of acetone, and a Jones' reagent was dropwise added thereto at 5° C. until the orange color no longer disappeared. After completion of the reaction, the reaction solution was poured into water and extracted with ethyl acetate. The organic layer was washed sequentially with water and a saturated sodium chloride aqueous solution and then dried over anhydrous magnesium sulfate....